This data is from the Open Reaction Database (ORD), a public repository of structured organic reaction records. The task is: describe an organic reaction: reactants, conditions, products, and yield Reactants: OCCNS(=O)(=O)C1=CC=C(C=C1)C=1NC(C(C(=O)O)=CC1)=O (6-[4-[(2-hydroxyethyl)aminosulfonyl]phenyl]-1,2-dihydro-2-oxonicotinic acid), ON1C(CCC1=O)=O (N-hydroxysuccinimide), C1(CCCCC1)N=C=NC1CCCCC1 (N,N'-dicyclohexylcarbodiimide). The solvent is CN(C=O)C (dimethylformamide), CN(C=O)C (dimethylformamide). Yields the product OCCNS(=O)(=O)C1=CC=C(C=C1)C=1NC(C(C(=O)ON2C(CCC2=O)=O)=CC1)=O (6-[4-[(2-hydroxyethyl)aminosulfonyl]phenyl]-1,2-dihydro-2-oxonicotinic acid, 2,5-dioxo-1-pyrrolidinyl ester). Reaction SMILES: [OH:1][CH2:2][CH2:3][NH:4][S:5]([C:8]1[CH:13]=[CH:12][C:11]([C:14]2[NH:15][C:16](=[O:23])[C:17](=[CH:21][CH:22]=2)[C:18]([OH:20])=[O:19])=[CH:10][CH:9]=1)(=[O:7])=[O:6].O[N:25]1[C:29](=[O:30])[CH2:28][CH2:27][C:26]1=[O:31].C1(N=C=NC2CCCCC2)CCCCC1>CN(C)C=O>[OH:1][CH2:2][CH2:3][NH:4][S:5]([C:8]1[CH:9]=[CH:10][C:11]([C:14]2[NH:15][C:16](=[O:23])[C:17](=[CH:21][CH:22]=2)[C:18]([O:20][N:25]2[C:29](=[O:30])[CH2:28][CH2:27][C:26]2=[O:31])=[O:19])=[CH:12][CH:13]=1)(=[O:7])=[O:6]. Procedure: From 3.8 g. of 6-[4-[(2-hydroxyethyl)aminosulfonyl]phenyl]-1,2-dihydro-2-oxonicotinic acid and 1.34 g. of N-hydroxysuccinimide in 60 ml. of dimethylformamide, and 2.56 g. of N,N'-dicyclohexylcarbodiimide in 5 ml. of dimethylformamide, following the procedure of a) above, there is obtained 6-[4-[(2-hydroxyethyl)aminosulfonyl]phenyl]-1,2-dihydro-2-oxonicotinic acid, 2,5-dioxo-1-pyrrolidinyl ester; m.p. 203.5°-205° C. Starting materials: O1CCCC1 (tetrahydrofuran), Cl.C(C)N1CC(N(CC1COCC(C)C)C1=CC=C(C=C1)NS(=O)(=O)C)=O (N-[4-[4-ethyl-5-[(2-methylpropoxy)methyl]-2-oxopiperazin-1-yl]phenyl]methanesulfonamide hydrochloride), 0.51, [H-].[Al+3].[Li+].[H-].[H-].[H-] (lithium aluminum hydride), [OH-].[Na+] (NaOH). The solvent is CCOC(=O)C (EtOAc), O (H2O), O (H2O). Yields the product Cl.Cl.C(C)N1C(CN(CC1)C1=CC=C(C=C1)NS(=O)(=O)C)COCC(C)C (N-[4-[4-Ethyl-3-[(2-methylpropoxy)methyl]piperazin-1-yl]phenyl]methanesulfonamide, dihydrochloride). As a reaction SMILES: O1CCCC1.[ClH:6].[CH2:7]([N:9]1[CH:14]([CH2:15][O:16][CH2:17][CH:18]([CH3:20])[CH3:19])[CH2:13][N:12]([C:21]2[CH:26]=[CH:25][C:24]([NH:27][S:28]([CH3:31])(=[O:30])=[O:29])=[CH:23][CH:22]=2)[C:11](=O)[CH2:10]1)[CH3:8].[H-].[Al+3].[Li+].[H-].[H-].[H-].[OH-].[Na+]>CCOC(C)=O.O>[ClH:6].[ClH:6].[CH2:7]([N:9]1[CH2:10][CH2:11][N:12]([C:21]2[CH:22]=[CH:23][C:24]([NH:27][S:28]([CH3:31])(=[O:30])=[O:29])=[CH:25][CH:26]=2)[CH2:13][CH:14]1[CH2:15][O:16][CH2:17][CH:18]([CH3:19])[CH3:20])[CH3:8] |f:1.2,3.4.5.6.7.8,9.10,13.14.15|. Procedure: To 5 mL of tetrahydrofuran under a nitrogen atmosphere add 2.6 g (6.8 mmol) of N-[4-[4-ethyl-5-[(2-methylpropoxy)methyl]-2-oxopiperazin-1-yl]phenyl]methanesulfonamide hydrochloride and 0.51 (13 mmol) of lithium aluminum hydride. When the additions are complete stir the reaction at reflux. Monitor the progress of the reaction by thin-layer chromatography on silica gel (CH2Cl2 :MeOH, 9:1). Upon completion of the reaction cool to room temperature and add 0.5 mL of H2O, 0.5 mL of 2N NaOH, 1.5 mL of ...